Dataset: the Open Reaction Database (ORD), a public repository of structured organic reaction records. Task: describe an organic reaction: reactants, conditions, products, and yield The reactants are COc1cccc(C)c1-n1nc(C(C)(C)C)c(Br)c1N, O=C([O-])[O-], CB1OBOBO1, [K+], [K+], CN(C)C=O, O. The product is COc1cccc(C)c1-n1nc(C(C)(C)C)c(C)c1N. RXN SMILES: [Br:1][c:2]1[c:3]([C:17]([CH3:18])([CH3:19])[CH3:20])[n:4][n:5](-[c:8]2[c:9]([O:15][CH3:16])[cH:10][cH:11][cH:12][c:13]2[CH3:14])[c:6]1[NH2:7].[C:28](=[O:29])([O-:30])[O-:31].[CH3:21][B:22]1[O:23][BH:24][O:25][BH:26][O:27]1.[K+:32].[K+:33].[O:34]=[CH:35][N:36]([CH3:37])[CH3:38].[OH2:39]>>[c:2]1([CH3:21])[c:3]([C:17]([CH3:18])([CH3:19])[CH3:20])[n:4][n:5](-[c:8]2[c:9]([O:15][CH3:16])[cH:10][cH:11][cH:12][c:13]2[CH3:14])[c:6]1[NH2:7]. Reactants: intermediate B1, COC1=CC=C(C=N1)B(O)O (6-methoxypyridin-3-ylboronic acid), C(=O)([O-])[O-].[Cs+].[Cs+] (Cs2CO3), BrC1=C(OC(C2=CC=CC=C12)=O)C(C)O (4-Bromo-3-(1-hydroxyethyl)-1H-isochromen-1-one), BrC1=C(OC(C2=CC=CC=C12)=O)C(C)O (4-Bromo-3-(1-hydroxyethyl)-1H-isochromen-1-one). The reagents and catalysts are C=1C=CC(=CC1)[P](C=2C=CC=CC2)(C=3C=CC=CC3)[Pd]([P](C=4C=CC=CC4)(C=5C=CC=CC5)C=6C=CC=CC6)([P](C=7C=CC=CC7)(C=8C=CC=CC8)C=9C=CC=CC9)[P](C=1C=CC=CC1)(C=1C=CC=CC1)C=1C=CC=CC1 (Pd(PPh3)4). Yields the product OC(C)C=1OC(C2=CC=CC=C2C1C=1C=NC(=CC1)OC)=O (3-(1-Hydroxyethyl)-4-(6-methoxypyridin-3-yl)-1H-isochromen-1-one). Isolated yield 37.7%. As a reaction SMILES: Br[C:2]1[C:11]2[C:6](=[CH:7][CH:8]=[CH:9][CH:10]=2)[C:5](=[O:12])[O:4][C:3]=1[CH:13]([OH:15])[CH3:14].[CH3:16][O:17][C:18]1[N:23]=[CH:22][C:21](B(O)O)=[CH:20][CH:19]=1.C([O-])([O-])=O.[Cs+].[Cs+]>C1C=CC([P]([Pd]([P](C2C=CC=CC=2)(C2C=CC=CC=2)C2C=CC=CC=2)([P](C2C=CC=CC=2)(C2C=CC=CC=2)C2C=CC=CC=2)[P](C2C=CC=CC=2)(C2C=CC=CC=2)C2C=CC=CC=2)(C2C=CC=CC=2)C2C=CC=CC=2)=CC=1>[OH:15][CH:13]([C:3]1[O:4][C:5](=[O:12])[C:6]2[C:11]([C:2]=1[C:21]1[CH:22]=[N:23][C:18]([O:17][CH3:16])=[CH:19][CH:20]=1)=[CH:10][CH:9]=[CH:8][CH:7]=2)[CH3:14] |f:2.3.4,^1:36,38,57,76|. Reported procedure: The title compound was made in a similar way as that of the intermediate B1, using 4-bromo-3-(1-hydroxyethyl)-1H-isochromen-1-one (Intermediate A2, 0.6 g, 2.23 mmol), 6-methoxypyridin-3-ylboronic acid (0.443 g, 2.90 mmol), Pd(PPh3)4 (0.206 g, 0.178 mmol) and Cs2CO3 (1.02 g, 3.1 mmol). The crude was purified via reverse phase chromatography on the Biotage 30 g C18 SNAP column (Phase A, water 95%, acetonitrile 4.9%, formic acid 0.1%; Phase B acetonitrile 99.9%, formic acid 0.1%) to afford the titl... Starting materials: CC(=O)NC1CC(C)N(C(=O)OC(C)(C)C)C1, Cl, C1COCCO1. The product is CC(=O)NC1CNC(C)C1, Cl. Reaction SMILES: [C:1]([CH3:2])(=[O:3])[NH:4][CH:5]1[CH2:6][CH:7]([CH3:17])[N:8]([C:10]([O:11][C:12]([CH3:13])([CH3:14])[CH3:15])=[O:16])[CH2:9]1.[ClH:18].[O:19]1[CH2:20][CH2:21][O:22][CH2:23][CH2:24]1>>[C:1]([CH3:2])(=[O:3])[NH:4][CH:5]1[CH2:6][CH:7]([CH3:17])[NH:8][CH2:9]1.[ClH:18]. Starting materials: Cl.Cl.NC1=CC(=C(C(=O)NCC2CCNCC2)C=C1Cl)OC (4-Amino-5-chloro-2-methoxy-N-(piperidin-4-ylmethyl)benzamide dihydrochloride), BrCCCCCC(=O)Cl (6-bromohexanoyl chloride), FC1=C(C=CC=C1)F (1,2-difluorobenzene), C([O-])([O-])=O.[K+].[K+] (potassium carbonate), BrCCCCCC(=O)C1=CC(=C(C=C1)F)F (6-bromo-1-(3,4-difluorophenyl)-1-hexanone). Product: NC1=CC(=C(C(=O)NCC2CCN(CC2)CCCCCC(=O)C2=CC(=C(C=C2)F)F)C=C1Cl)OC (4-amino-5-chloro-N-((1-(6-(3,4-difluorophenyl)-6-oxohexyl)piperidin-4-yl)methyl)-2-methoxybenzamide). Isolated yield 28.7%. Reaction SMILES: Cl.Cl.[NH2:3][C:4]1[C:19]([Cl:20])=[CH:18][C:7]([C:8]([NH:10][CH2:11][CH:12]2[CH2:17][CH2:16][NH:15][CH2:14][CH2:13]2)=[O:9])=[C:6]([O:21][CH3:22])[CH:5]=1.C(=O)([O-])[O-].[K+].[K+].Br[CH2:30][CH2:31][CH2:32][CH2:33][CH2:34][C:35]([C:37]1[CH:42]=[CH:41][C:40]([F:43])=[C:39]([F:44])[CH:38]=1)=[O:36].BrCCCCCC(Cl)=O.FC1C=CC=CC=1F>>[NH2:3][C:4]1[C:19]([Cl:20])=[CH:18][C:7]([C:8]([NH:10][CH2:11][CH:12]2[CH2:13][CH2:14][N:15]([CH2:30][CH2:31][CH2:32][CH2:33][CH2:34][C:35]([C:37]3[CH:42]=[CH:41][C:40]([F:43])=[C:39]([F:44])[CH:38]=3)=[O:36])[CH2:16][CH2:17]2)=[O:9])=[C:6]([O:21][CH3:22])[CH:5]=1 |f:0.1.2,3.4.5|. Procedure: 4-Amino-5-chloro-2-methoxy-N-(piperidin-4-ylmethyl)benzamide dihydrochloride (0.57 g) as starting compound, potassium carbonate (0.82 g), and 6-bromo-1-(3,4-difluorophenyl)-1-hexanone (0.42 g) obtained by subjecting 6-bromohexanoyl chloride and 1,2-difluorobenzene to Friedel-Crafts reaction were reacted and treated in the same manner as in Example 172 to give 0.21 g of 4-amino-5-chloro-N-((1-(6-(3,4-difluorophenyl)-6-oxohexyl)piperidin-4-yl)methyl)-2-methoxybenzamide. Reactants: CC(C)(C)OC(=O)N1CCC(CCCCOc2ccc(Br)cc2)CC1, [Li]CCCC, CCCC[Sn](Cl)(CCCC)CCCC, C1CCOC1. The product is CCCC[Sn](CCCC)(CCCC)c1ccc(OCCCCC2CCN(C(=O)OC(C)(C)C)CC2)cc1. RXN SMILES: [C:1]([CH3:2])([CH3:3])([CH3:4])[O:5][C:6](=[O:7])[N:8]1[CH2:9][CH2:10][CH:11]([CH2:14][CH2:15][CH2:16][CH2:17][O:18][c:19]2[cH:20][cH:21][c:22]([Br:25])[cH:23][cH:24]2)[CH2:12][CH2:13]1.[CH2:26]([Li:27])[CH2:28][CH2:29][CH3:30].[CH2:31]([CH2:32][CH2:33][CH3:34])[Sn:35]([CH2:36][CH2:37][CH2:38][CH3:39])([CH2:40][CH2:41][CH2:42][CH3:43])[Cl:44].[CH2:45]1[O:46][CH2:47][CH2:48][CH2:49]1>>[C:1]([CH3:2])([CH3:3])([CH3:4])[O:5][C:6](=[O:7])[N:8]1[CH2:9][CH2:10][CH:11]([CH2:14][CH2:15][CH2:16][CH2:17][O:18][c:19]2[cH:20][cH:21][c:22]([Sn:35]([CH2:31][CH2:32][CH2:33][CH3:34])([CH2:36][CH2:37][CH2:38][CH3:39])[CH2:40][CH2:41][CH2:42][CH3:43])[cH:23][cH:24]2)[CH2:12][CH2:13]1. Starting materials: C(C1=CC=CC=C1)(=O)NC(=S)NCCSCC1=NC=CC=C1 (N-benzoyl-N'-[2-(2-pyridylmethylthio)ethyl]thiourea), C([O-])([O-])=O.[K+].[K+] (potassium carbonate). The solvent is O (water). Product: N1=C(C=CC=C1)CSCCNC(=S)N (N-[2-(2-Pyridylmethylthio)ethyl]thiourea). As a reaction SMILES: C([NH:9][C:10]([NH:12][CH2:13][CH2:14][S:15][CH2:16][C:17]1[CH:22]=[CH:21][CH:20]=[CH:19][N:18]=1)=[S:11])(=O)C1C=CC=CC=1.C(=O)([O-])[O-].[K+].[K+]>O>[N:18]1[CH:19]=[CH:20][CH:21]=[CH:22][C:17]=1[CH2:16][S:15][CH2:14][CH2:13][NH:12][C:10]([NH2:9])=[S:11] |f:1.2.3|. Reported procedure: The benzoyl thiourea is added to a solution of potassium carbonate (1.4 g.) in water (80 ml.) at 60°. The solution is maintained at this temperature for one hour, concentrated to low bulk and acidified with hydrochloric acid. Benzoic acid is removed by filtration and the filtrate is basified with potassium carbonate and concentrated under reduced pressure. Following extraction with isopropyl alcohol and concentration, the product is N-[2-(2-pyridylmethylthio)ethyl]thiourea.